This data is from the Open Reaction Database (ORD), a public repository of structured organic reaction records. The task is: describe an organic reaction: reactants, conditions, products, and yield The reactants are CCCCCCCCCCCCCCOc1ccccc1CO, CC#N, BrP(Br)Br, c1ccncc1. Product: CCCCCCCCCCCCCCOc1ccccc1CBr. RXN SMILES: [CH2:1]([CH2:2][CH2:3][CH2:4][CH2:5][CH2:6][CH2:7][CH2:8][CH2:9][CH2:10][CH2:11][CH2:12][CH2:13][CH3:14])[O:15][c:16]1[c:17]([CH2:22][OH:23])[cH:18][cH:19][cH:20][cH:21]1.[CH3:24][C:25]#[N:26].[P:27]([Br:28])([Br:29])[Br:30].[cH:31]1[cH:32][cH:33][n:34][cH:35][cH:36]1>>[CH2:1]([CH2:2][CH2:3][CH2:4][CH2:5][CH2:6][CH2:7][CH2:8][CH2:9][CH2:10][CH2:11][CH2:12][CH2:13][CH3:14])[O:15][c:16]1[c:17]([CH2:22][Br:28])[cH:18][cH:19][cH:20][cH:21]1. The reactants are CC1=CC=2C(=CN=CC2)N1 (2-Methyl-1H-pyrrolo[2,3-c]pyridine), IN1C(CCC1=O)=O (N-iodosuccinimide). The solvent is C(Cl)(Cl)Cl (CHCl3). Conditions: time 2 hour. The product is IC1=C(NC2=CN=CC=C21)C (3-Iodo-2-methyl-1H-pyrrolo[2,3-c]pyridine). Isolated yield 91.3%. RXN SMILES: [CH3:1][C:2]1[NH:10][C:5]2=[CH:6][N:7]=[CH:8][CH:9]=[C:4]2[CH:3]=1.[I:11]N1C(=O)CCC1=O>C(Cl)(Cl)Cl>[I:11][C:3]1[C:4]2[C:5](=[CH:6][N:7]=[CH:8][CH:9]=2)[NH:10][C:2]=1[CH3:1]. Procedure details: 2-Methyl-1H-pyrrolo[2,3-c]pyridine (100 mg, 0.76 mmol) was dissolved in CHCl3 (5 mL), N-iodosuccinimide (179 mg, 0.79 mmol) was added and the reaction mixture was stirred for 2 h. The reaction mixture was quenched with 1 M aq sodium thiosulphate (5 mL) and the CHCl3 was removed in vacuo. The reaction mixture was partitioned between sat aq NaHCO3 (40 mL) and EtOAc (40 mL). The aqueous layer was extracted with EtOAc (40 mL) and the combined organic fractions were washed with sat aq NaHCO3 (50 mL) ...